From a dataset of the Open Reaction Database (ORD), a public repository of structured organic reaction records. describe an organic reaction: reactants, conditions, products, and yield As a reaction SMILES: [BrH:13].[CH3:24][C:25](=[O:26])[OH:27].[NH2:1][c:2]1[c:3]([C:4](=[O:5])[NH:6][CH3:7])[cH:8][cH:9][cH:10][c:11]1[CH3:12].[Na+:20].[Na+:22].[OH-:21].[OH2:23].[OH:14][OH:15].[S:16](=[O:17])([OH:18])[O-:19]>>[NH2:1][c:2]1[c:3]([C:4](=[O:5])[NH:6][CH3:7])[cH:8][c:9]([Br:13])[cH:10][c:11]1[CH3:12]. Starting materials: Br, CC(=O)O, CNC(=O)c1cccc(C)c1N, [Na+], [Na+], [OH-], O, OO, O=S([O-])O. Yields the product CNC(=O)c1cc(Br)cc(C)c1N. Starting materials: O=[N+]([O-])c1ccccc1F, NN, C1CCOC1, O, [Rh]. Yields the product ONc1ccccc1F. RXN SMILES: [F:1][c:2]1[c:3]([N+:8](=[O:9])[O-:10])[cH:4][cH:5][cH:6][cH:7]1.[NH2:12][NH2:13].[O:15]1[CH2:16][CH2:17][CH2:18][CH2:19]1.[OH2:11].[Rh:14]>>[F:1][c:2]1[c:3]([NH:8][OH:9])[cH:4][cH:5][cH:6][cH:7]1. Starting materials: C(#N)C1=C(C=CC(=C1)CC(=O)OC)N1C=CC2=CC(=CC=C12)C(=O)OC(C)(C)C (tert-butyl 1-(2-cyano-4-(2-methoxy-2-oxoethyl)phenyl)-1H-indole-5-carboxylate), C(=O)(C(F)(F)F)O (TFA). The solvent is C(Cl)Cl (DCM). Run at time 2 hour. The product is C(#N)C1=C(C=CC(=C1)CC(=O)OC)N1C=CC2=CC(=CC=C12)C(=O)O (1-(2-cyano-4-(2-methoxy-2-oxoethyl)phenyl)-1H-indole-5-carboxylic acid). Isolated yield 98.0%. As a reaction SMILES: [C:1]([C:3]1[CH:8]=[C:7]([CH2:9][C:10]([O:12][CH3:13])=[O:11])[CH:6]=[CH:5][C:4]=1[N:14]1[C:22]2[C:17](=[CH:18][C:19]([C:23]([O:25]C(C)(C)C)=[O:24])=[CH:20][CH:21]=2)[CH:16]=[CH:15]1)#[N:2].C(O)(C(F)(F)F)=O>C(Cl)Cl>[C:1]([C:3]1[CH:8]=[C:7]([CH2:9][C:10]([O:12][CH3:13])=[O:11])[CH:6]=[CH:5][C:4]=1[N:14]1[C:22]2[C:17](=[CH:18][C:19]([C:23]([OH:25])=[O:24])=[CH:20][CH:21]=2)[CH:16]=[CH:15]1)#[N:2]. Procedure: tert-butyl 1-(2-cyano-4-(2-methoxy-2-oxoethyl)phenyl)-1H-indole-5-carboxylate (0.380 g, 0.973 mmol, in 2 ml of DCM was added 2 mL of TFA and the reaction stirred at ambient temperature under nitrogen. After 2 hours, the reaction was concentrated to give 1-(2-cyano-4-(2-methoxy-2-oxoethyl)phenyl)-1H-indole-5-carboxylic acid (0.320 g, 0.957 mmol, 98%). MS (APCI negative)=333.2 (M−1). Product: C(#N)C=1C(=NN2C1NCCC2C2=C(C=CC=C2)NC(OCC2=CC=CC=C2)=O)C2=CC=C(C=C2)OC2=CC=C(C=C2)F (benzyl 2-(3-cyano-2-(4-(4-fluorophenoxy)phenyl)-4,5,6,7-tetrahydro pyrazolo[1,5-a]pyrimidin-7-yl)phenylcarbamate). Run at time 16 hour. Yield: 74.6%. Procedure details: To a solution of benzyl 2-(3-cyano-2-(4-hydroxyphenyl)-4,5,6,7-tetrahydro pyrazolo[1,5-a]pyrimidin-7-yl)phenylcarbamate (370 mg, 0.8 mmol) in 20 mL of DCM was added 4-fluorophenylboronic acid (167 mg, 1.2 mmol), TEA (162 mg, 1.6 mmol) and Cu(OAc)2 (216 mg, 1.2 mmol). After stirring at RT for 16 hr, 100 mL of DCM, 10 mL of CH3OH and 100 mL of brine were added to the mixture. Organic layers were separated from aqueous layers, washed with brine (100 mL×2), dried over Na2SO4 and purified by chromato... Reactants: C(#N)C=1C(=NN2C1NCCC2C2=C(C=CC=C2)NC(OCC2=CC=CC=C2)=O)C2=CC=C(C=C2)O (benzyl 2-(3-cyano-2-(4-hydroxyphenyl)-4,5,6,7-tetrahydro pyrazolo[1,5-a]pyrimidin-7-yl)phenylcarbamate), FC1=CC=C(C=C1)B(O)O (4-fluorophenylboronic acid), TEA, CO (CH3OH). As a reaction SMILES: [C:1]([C:3]1[C:4]([C:29]2[CH:34]=[CH:33][C:32]([OH:35])=[CH:31][CH:30]=2)=[N:5][N:6]2[CH:11]([C:12]3[CH:17]=[CH:16][CH:15]=[CH:14][C:13]=3[NH:18][C:19](=[O:28])[O:20][CH2:21][C:22]3[CH:27]=[CH:26][CH:25]=[CH:24][CH:23]=3)[CH2:10][CH2:9][NH:8][C:7]=12)#[N:2].[F:36][C:37]1[CH:42]=[CH:41][C:40](B(O)O)=[CH:39][CH:38]=1.CO>C(Cl)Cl.[Cl-].[Na+].O.CC([O-])=O.CC([O-])=O.[Cu+2]>[C:1]([C:3]1[C:4]([C:29]2[CH:30]=[CH:31][C:32]([O:35][C:40]3[CH:41]=[CH:42][C:37]([F:36])=[CH:38][CH:39]=3)=[CH:33][CH:34]=2)=[N:5][N:6]2[CH:11]([C:12]3[CH:17]=[CH:16][CH:15]=[CH:14][C:13]=3[NH:18][C:19](=[O:28])[O:20][CH2:21][C:22]3[CH:27]=[CH:26][CH:25]=[CH:24][CH:23]=3)[CH2:10][CH2:9][NH:8][C:7]=12)#[N:2] |f:4.5.6,7.8.9|. The solvent is C(Cl)Cl (DCM), [Cl-].[Na+].O (brine), C(Cl)Cl (DCM). The reagents and catalysts are CC(=O)[O-].CC(=O)[O-].[Cu+2] (Cu(OAc)2). The reactants are O (water), [H-].[Na+] (Sodium hydride), OC=1C=C2C=CC(=CC2=CC1)CN1C=C(C(=C1)C1=CC=CC=C1)CCC(=O)OCC (ethyl 3-[1-(6-hydroxy-2-naphthylmethyl)-4-phenyl-3-pyrrolyl]propionate), ClCC=1C(=NC=CC1)C (3-Chloromethyl-2-methylpyridine). Run in CN(C=O)C (N,N-dimethylformamide). Conditions: time 15 minute. Product: CC1=NC=CC=C1COC=1C=C2C=CC(=CC2=CC1)CN1C=C(C(=C1)C1=CC=CC=C1)CCC(=O)OCC (ethyl 3-[1-[6-(2-methyl-3-pyridylmethoxy)-2-naphthylmethyl]-4-phenyl-3-pyrrolyl]propionate). The yield is 95.1%. RXN SMILES: [H-].[Na+].[OH:3][C:4]1[CH:5]=[C:6]2[C:11](=[CH:12][CH:13]=1)[CH:10]=[C:9]([CH2:14][N:15]1[CH:19]=[C:18]([C:20]3[CH:25]=[CH:24][CH:23]=[CH:22][CH:21]=3)[C:17]([CH2:26][CH2:27][C:28]([O:30][CH2:31][CH3:32])=[O:29])=[CH:16]1)[CH:8]=[CH:7]2.Cl[CH2:34][C:35]1[C:36]([CH3:41])=[N:37][CH:38]=[CH:39][CH:40]=1.O>CN(C)C=O>[CH3:41][C:36]1[C:35]([CH2:34][O:3][C:4]2[CH:5]=[C:6]3[C:11](=[CH:12][CH:13]=2)[CH:10]=[C:9]([CH2:14][N:15]2[CH:19]=[C:18]([C:20]4[CH:25]=[CH:24][CH:23]=[CH:22][CH:21]=4)[C:17]([CH2:26][CH2:27][C:28]([O:30][CH2:31][CH3:32])=[O:29])=[CH:16]2)[CH:8]=[CH:7]3)=[CH:40][CH:39]=[CH:38][N:37]=1 |f:0.1|. Procedure details: Sodium hydride (60%, oily, 80.0 mg) was added to a solution of ethyl 3-[1-(6-hydroxy-2-naphthylmethyl)-4-phenyl-3-pyrrolyl]propionate (799 mg) in N,N-dimethylformamide (10 ml) at 0° C., and the mixture was stirred at room temperature for 15 minutes. 3-Chloromethyl-2-methylpyridine (283 mg) was added to the mixture, which was stirred at room temperature for 30 minutes. The reaction mixture was poured into water, which was extracted with ethyl acetate. The ethyl acetate layer was washed with satur... The reactants are O1C(=CC=C1)C(=O)N1CCNCC1 (furan-2-yl-piperazin-1-yl-methanone), N1C=CC2=CC(=CC=C12)NC=1C2=C(N=CN1)C=C(S2)C2=CC=C(C=O)C=C2 (4-[4-(1H-indol-5-ylamino)-thieno[3,2-d]pyrimidin-6-yl]-benzaldehyde). Solvent: CS(=O)C (DMSO). The product is O1C(=CC=C1)C(=O)N1CCN(CC1)CC1=CC=C(C=C1)C1=CC=2N=CN=C(C2S1)NC=1C=C2C=CNC2=CC1 (Furan-2-yl-(4-{4-[4-(1H-indol-5-ylamino)-thieno[3,2-d]pyrimidin-6-yl]-benzyl}-piperazin-1-yl)-methanone). Reaction SMILES: [O:1]1[CH:5]=[CH:4][CH:3]=[C:2]1[C:6]([N:8]1[CH2:13][CH2:12][NH:11][CH2:10][CH2:9]1)=[O:7].[NH:14]1[C:22]2[C:17](=[CH:18][C:19]([NH:23][C:24]3[C:25]4[S:32][C:31]([C:33]5[CH:40]=[CH:39][C:36]([CH:37]=O)=[CH:35][CH:34]=5)=[CH:30][C:26]=4[N:27]=[CH:28][N:29]=3)=[CH:20][CH:21]=2)[CH:16]=[CH:15]1>CS(C)=O>[O:1]1[CH:5]=[CH:4][CH:3]=[C:2]1[C:6]([N:8]1[CH2:9][CH2:10][N:11]([CH2:37][C:36]2[CH:35]=[CH:34][C:33]([C:31]3[S:32][C:25]4[C:24]([NH:23][C:19]5[CH:18]=[C:17]6[C:22](=[CH:21][CH:20]=5)[NH:14][CH:15]=[CH:16]6)=[N:29][CH:28]=[N:27][C:26]=4[CH:30]=3)=[CH:40][CH:39]=2)[CH2:12][CH2:13]1)=[O:7]. Procedure: The title compound was prepared furan-2-yl-piperazin-1-yl-methanone and 4-[4-(1H-indol-5-ylamino)-thieno[3,2-d]pyrimidin-6-yl]-benzaldehyde by a procedure analogous to example 17. 1H NMR (400 MHz, DMSO) d; M. P. 167-174° C.; LC-MS: 535 (MH+); HPLC RT: 5.24 minutes.